This data is from the Open Reaction Database (ORD), a public repository of structured organic reaction records. The task is: describe an organic reaction: reactants, conditions, products, and yield Reaction SMILES: C([Li])CCC.C(NC(C)C)(C)C.[C:13](#[N:15])[CH3:14].[CH:16](=[O:22])[CH2:17][CH2:18][CH2:19][CH2:20][CH3:21].Cl>CCCCCC.O1CCCC1>[OH:22][CH:16]([CH2:17][CH2:18][CH2:19][CH2:20][CH3:21])[CH2:14][C:13]#[N:15]. The product is OC(CC#N)CCCCC (3-Hydroxycaprylonitrile). Reaction conditions: temperature 0 celsius, time 15 minute. Procedure details: A 1.9 M solution (21 ml., 40 millimole) of n-butyl lithium in hexane is added cautiously to a stirred solution of freshly distilled diisopropylamine (4.04 g., 40 millimole) in anhydrous tetrahydrofuran (60 ml.) maintained at 0° C. under a nitrogen atmosphere. The resulting solution is stirred at ambient temperature for 15 minutes, cooled to -78° C. and treated with a solution of anhydrous acetonitrile (1.64 g., 40 millimole) in anhydrous tetrahydrofuran (5 ml.). The resulting turbid suspension i... The reactants are solution, C(CCC)[Li] (n-butyl lithium), C(C)(C)NC(C)C (diisopropylamine), C(CCCCC)=O (1-hexanal), Cl (hydrochloric acid), C(C)#N (acetonitrile). Isolated yield 92.1%. The solvent is CCCCCC (hexane), O1CCCC1 (tetrahydrofuran), O1CCCC1 (tetrahydrofuran), O1CCCC1 (tetrahydrofuran).